Dataset: the Open Reaction Database (ORD), a public repository of structured organic reaction records. Task: describe an organic reaction: reactants, conditions, products, and yield Starting materials: CS(=O)(=O)N(CCCl)N(C(=O)OCCCl)S(C)(=O)=O, C=COC(=O)Cl. As a reaction SMILES: [CH3:7][S:8](=[O:9])(=[O:10])[N:11]([N:12]([C:13](=[O:14])[O:15][CH2:16][CH2:17][Cl:18])[S:19](=[O:20])(=[O:21])[CH3:22])[CH2:23][CH2:24][Cl:25].[Cl:1][C:2]([O:3][CH:4]=[CH2:5])=[O:6]>>[CH3:7][S:8](=[O:9])(=[O:10])[N:11]([N:12]([C:13](=[O:14])[O:15][CH:16]=[CH2:17])[S:19](=[O:20])(=[O:21])[CH3:22])[CH2:23][CH2:24][Cl:25]. Product: C=COC(=O)N(N(CCCl)S(C)(=O)=O)S(C)(=O)=O. The reactants are CCc1cc(OCCO[Si](C(C)C)(C(C)C)C(C)C)c(F)c(C(Nc2ccc(C#N)c(CNC(=O)OC(C)(C)C)c2)c2nn(-c3ncccn3)c(=O)[nH]2)c1, C1CCOC1, CCCC[N+](CCCC)(CCCC)CCCC, CCOC(C)=O, [F-], O. The product is CCc1cc(OCCO)c(F)c(C(Nc2ccc(C#N)c(CNC(=O)OC(C)(C)C)c2)c2nn(-c3ncccn3)c(=O)[nH]2)c1. As a reaction SMILES: [C:1]([CH3:2])([CH3:3])([CH3:4])[O:5][C:6]([NH:7][CH2:8][c:9]1[c:10]([C:52]#[N:53])[cH:11][cH:12][c:13]([NH:15][CH:16]([c:17]2[n:18][n:19](-[c:23]3[n:24][cH:25][cH:26][cH:27][n:28]3)[c:20](=[O:22])[nH:21]2)[c:29]2[c:30]([F:51])[c:31]([O:37][CH2:38][CH2:39][O:40][Si:41]([CH:42]([CH3:43])[CH3:44])([CH:45]([CH3:46])[CH3:47])[CH:48]([CH3:49])[CH3:50])[cH:32][c:33]([CH2:35][CH3:36])[cH:34]2)[cH:14]1)=[O:54].[CH2:55]1[O:56][CH2:57][CH2:58][CH2:59]1.[CH3:61][CH2:62][CH2:63][CH2:64][N+:65]([CH2:66][CH2:67][CH2:68][CH3:69])([CH2:70][CH2:71][CH2:72][CH3:73])[CH2:74][CH2:75][CH2:76][CH3:77].[CH3:78][CH2:79][O:80][C:81](=[O:82])[CH3:83].[F-:60].[OH2:84]>>[C:1]([CH3:2])([CH3:3])([CH3:4])[O:5][C:6]([NH:7][CH2:8][c:9]1[c:10]([C:52]#[N:53])[cH:11][cH:12][c:13]([NH:15][CH:16]([c:17]2[n:18][n:19](-[c:23]3[n:24][cH:25][cH:26][cH:27][n:28]3)[c:20](=[O:22])[nH:21]2)[c:29]2[c:30]([F:51])[c:31]([O:37][CH2:38][CH2:39][OH:40])[cH:32][c:33]([CH2:35][CH3:36])[cH:34]2)[cH:14]1)=[O:54]. Reactants: [OH-].[Na+] (sodium hydroxide), ClCCN(CCCl)CC1=CC=CC=C1 (N,N-bis(2-chloroethyl)benzylamine), C1(=CC=CC=C1)CC#N (phenylacetonitrile), [OH-].[Na+] (sodium hydroxide). The reagents and catalysts are S(=O)(=O)(O)[O-].C(CCC)[N+](CCCC)(CCCC)CCCC (tetra-n-butylammonium hydrogen sulfate). Run in C1(=CC=CC=C1)C (toluene). Run at temperature 85 celsius. Yields the product Cl.C(C1=CC=CC=C1)N1CCC(CC1)(C1=CC=CC=C1)C#N (1-benzyl-4-cyano-4-phenylpiperidine hydrochloride). Isolated yield 70.0%. As a reaction SMILES: [Cl:1][CH2:2][CH2:3][N:4]([CH2:8][C:9]1[CH:14]=[CH:13][CH:12]=[CH:11][CH:10]=1)[CH2:5][CH2:6]Cl.[C:15]1([CH2:21][C:22]#[N:23])[CH:20]=[CH:19][CH:18]=[CH:17][CH:16]=1.[OH-].[Na+]>S([O-])(O)(=O)=O.C([N+](CCCC)(CCCC)CCCC)CCC.C1(C)C=CC=CC=1>[ClH:1].[CH2:8]([N:4]1[CH2:5][CH2:6][C:21]([C:22]#[N:23])([C:15]2[CH:20]=[CH:19][CH:18]=[CH:17][CH:16]=2)[CH2:2][CH2:3]1)[C:9]1[CH:14]=[CH:13][CH:12]=[CH:11][CH:10]=1 |f:2.3,4.5,7.8|. Reported procedure: In another run following the procedure described in Example 3 using 151.2 g of toluene solution containing 78.5 g of N,N-bis(2-chloroethyl)benzylamine, 39.8 g of phenylacetonitrile, 109 g of 50% aqueous sodium hydroxide solution, 11.6 g of tetra-n-butylammonium hydrogen sulfate, adding the sodium hydroxide solution over a period of twenty minutes and heating the reaction mixture at 85° C. for four hours, there was obtained 74.1 g (70% yield based on N,N-bis(2-chloroethyl)benzylamine) of 1-benzyl... Starting materials: Cl (HCl), [N+](=O)([O-])C1=C(C#N)C=C(C(=C1)OCC1CCN(CC1)C)OC (2-nitro-4-(1-methylpiperidin-4-ylmethoxy)-5-methoxybenzonitrile), [O-]S(=O)S(=O)[O-].[Na+].[Na+] (Na2S2O4). The reagents and catalysts are [Cl-].C(C1=CC=CC=C1)[N+](C)(C)C (benzyltrimethylammonium chloride). Solvent: C1CCOC1 (THF), O (water). Conditions: temperature 60 celsius, time 0.5 hour. Product: NC1=C(C#N)C=C(C(=C1)OCC1CCN(CC1)C)OC (2-amino-4-(1-methylpiperidin-4-ylmethoxy)-5-methoxybenzonitrile). The yield is 75.5%. As a reaction SMILES: [N+:1]([C:4]1[CH:11]=[C:10]([O:12][CH2:13][CH:14]2[CH2:19][CH2:18][N:17]([CH3:20])[CH2:16][CH2:15]2)[C:9]([O:21][CH3:22])=[CH:8][C:5]=1[C:6]#[N:7])([O-])=O.[O-]S(S([O-])=O)=O.[Na+].[Na+].Cl>C1COCC1.[Cl-].C([N+](C)(C)C)C1C=CC=CC=1.O>[NH2:1][C:4]1[CH:11]=[C:10]([O:12][CH2:13][CH:14]2[CH2:15][CH2:16][N:17]([CH3:20])[CH2:18][CH2:19]2)[C:9]([O:21][CH3:22])=[CH:8][C:5]=1[C:6]#[N:7] |f:1.2.3,6.7|. Reported procedure: 2-nitro-4-(1-methylpiperidin-4-ylmethoxy)-5-methoxybenzonitrile (1.1 g, 3.6 mmol) in THF (20 ml) in presence of benzyltrimethylammonium chloride (334 mg, 1.8 mmol) was treated by a slow addition of Na2S2O4 (3.1 g, 18 mmol) in water (20 ml). After 0.5 h, HCl (6N, 20 ml) was added to the mixture, which was stirred at 60° C. for 5 h. The mixture was cooled to room temperature, extracted with ethylacetate. The aqueous phase was made basic with Na2 CO3 (solid), and extracted with ethylacetate. The or... The reactants are COc1ccccc1, CC(C)(C)OC(=O)Nc1ccc(Oc2ccc3nc(NC(=O)C4CC4)sc3n2)c(F)c1, O=C(O)C(F)(F)F. Product: Nc1ccc(Oc2ccc3nc(NC(=O)C4CC4)sc3n2)c(F)c1. As a reaction SMILES: [CH3:32][O:33][c:34]1[cH:35][cH:36][cH:37][cH:38][cH:39]1.[CH:1]1([C:4](=[O:5])[NH:6][c:7]2[s:8][c:9]3[n:10][c:11]([O:16][c:17]4[c:18]([F:31])[cH:19][c:20]([NH:23][C:24](=[O:25])[O:26][C:27]([CH3:28])([CH3:29])[CH3:30])[cH:21][cH:22]4)[cH:12][cH:13][c:14]3[n:15]2)[CH2:2][CH2:3]1.[OH:40][C:41]([C:42]([F:43])([F:44])[F:45])=[O:46]>>[CH:1]1([C:4](=[O:5])[NH:6][c:7]2[s:8][c:9]3[n:10][c:11]([O:16][c:17]4[c:18]([F:31])[cH:19][c:20]([NH2:23])[cH:21][cH:22]4)[cH:12][cH:13][c:14]3[n:15]2)[CH2:2][CH2:3]1. Starting materials: Cl (HCl), C(C)(C)(C)NS(=O)(=O)C1=CC=CC=C1 (N-tert-Butylbenzenesulfonamide), [Li]CCCC (n-BuLi), B(OC(C)C)(OC(C)C)OC(C)C (triisopropyl borate), B([O-])([O-])[O-] (borate). Solvent: C1CCOC1 (THF). Reaction conditions: temperature -78 celsius, time 1 hour. The product is C(C)(C)(C)NS(=O)(=O)C1=C(C=CC=C1)B(O)O (2-(N-tert-Butylsulfamoyl)phenylboronic acid). As a reaction SMILES: [C:1]([NH:5][S:6]([C:9]1[CH:14]=[CH:13][CH:12]=[CH:11][CH:10]=1)(=[O:8])=[O:7])([CH3:4])([CH3:3])[CH3:2].[Li]CCCC.[B:20](OC(C)C)([O:25]C(C)C)[O:21]C(C)C.Cl.B([O-])([O-])[O-]>C1COCC1>[C:1]([NH:5][S:6]([C:9]1[CH:14]=[CH:13][CH:12]=[CH:11][C:10]=1[B:20]([OH:25])[OH:21])(=[O:8])=[O:7])([CH3:4])([CH3:2])[CH3:3]. Procedure: N-tert-Butylbenzenesulfonamide (2.00 g, 12.7 mmol) was dissolved in anhydrous THF (10 mL). After being cooled to −78° C., n-BuLi (2.5 M, 6.0 mL) was injected slowly to the above solution. After being stirred at this temperature for another 1 h, triisopropyl borate (11.9 g, 63.5 mmol) was added at −78° C. The resulting mixture was then allowed to warm to room temperature slowly for 8 h. 1N HCl (10 mL) was added to hydrolyze the borate. The organic layer was dried over Na2SO4. After removal of the...